Dataset: the Open Reaction Database (ORD), a public repository of structured organic reaction records. Task: describe an organic reaction: reactants, conditions, products, and yield Reactants: [NH2-].[Na+] (sodium amide), O (water), 20, C1(=CC=CC=C1)CC#N (α-phenylacetonitrile), ClCCN1CC2CCC(C1)CC2 (3-(2-chloroethyl)-3-azabicyclo[3.2.2]nonane). Solvent: C1(=CC=CC=C1)C (toluene), C1(=CC=CC=C1)C (toluene). Reaction conditions: temperature 80 celsius. The product is C1(=CC=CC=C1)C(C#N)CCN1CC2CCC(C1)CC2 (2-phenyl-4-(3-azabicyclo[3.2.2]non-3-yl)butyronitrile). As a reaction SMILES: [C:1]1([CH2:7][C:8]#[N:9])[CH:6]=[CH:5][CH:4]=[CH:3][CH:2]=1.Cl[CH2:11][CH2:12][N:13]1[CH2:19][CH:18]2[CH2:20][CH2:21][CH:15]([CH2:16][CH2:17]2)[CH2:14]1.[NH2-].[Na+].O>C1(C)C=CC=CC=1>[C:1]1([CH:7]([CH2:11][CH2:12][N:13]2[CH2:19][CH:18]3[CH2:20][CH2:21][CH:15]([CH2:16][CH2:17]3)[CH2:14]2)[C:8]#[N:9])[CH:6]=[CH:5][CH:4]=[CH:3][CH:2]=1 |f:2.3|. Reported procedure: To a solution of 20 parts of α-phenylacetonitrile in 300 parts by volume of toluene is added 94 parts of 3-(2-chloroethyl)-3-azabicyclo[3.2.2]nonane dissolved in 500 parts by volume of toluene. The mixture is heated with stirring to about 80° C. and then 17 parts of sodium amide is added slowly over a period of 30 minutes. The mixture is heated at 80° C. for another 30 minutes and then cooled to room temperature. 500 Parts by volume of water is then added to the mixture and the organic layer sep... The reactants are ice, C(=C)[Mg]Br (vinylmagnesium bromide), CON(C(CC1=C(C=CC=C1)C)=O)C (N-Methoxy-N-methyl-2-(2-methylphenyl)acetamide). Run in CCOCC (ether), C1CCOC1 (THF), CCOCC (ether). Conditions: temperature 0 celsius, time 0.5 hour. Yields the product CC1=C(C=CC=C1)CC(C=C)=O (1-(2-Methylphenyl)but-3-en-2-one). Isolated yield 83.1%. Reaction SMILES: [CH:1]([Mg]Br)=[CH2:2].CON(C)[C:8](=[O:17])[CH2:9][C:10]1[CH:15]=[CH:14][CH:13]=[CH:12][C:11]=1[CH3:16]>C1COCC1.CCOCC>[CH3:16][C:11]1[CH:12]=[CH:13][CH:14]=[CH:15][C:10]=1[CH2:9][C:8](=[O:17])[CH:1]=[CH2:2]. Procedure details: To a solution of vinylmagnesium bromide (220 mL, 1.0 M, 220 mmol) in 100 mL THF, was added dropwise under nitrogen atmosphere at 0° C. a solution of 2-(2-methylphenyl)-N-methoxy-N-methylacetamide (Step A, 21 g, 106.6 mmol) in ˜150 mL dry ether. The reaction mixture was stirred at 0° C. for 0.5 hr then poured slowly into an ice/2N aq HCl (300 mL) mixture. The resulting mixture was diluted with ether, transferred to a separation funnel. The organic layer was separated, washed with brine, dried ove... Reactants: ClC=1C=C(C=CC1)NC1=NC=2N(C(=C1)NC1CCNCC1)N=CC2C=C2C(NC(N2)=O)=O (5-((5-(3-chlorophenylamino)-7-(piperidin-4-ylamino)pyrazolo[1,5-a]pyrimidin-3-yl)methylene)imidazolidine-2,4-dione), ClCC(C)O (1-chloro2-propanol), [I-].[K+] (potassium iodide). Run in CN(C)C=O (DMF). Run at temperature 120 celsius, time 8 hour. Product: ClC=1C=C(C=CC1)NC1=NC=2N(C(=C1)NC1CCN(CC1)CC(C)O)N=CC2C=C2C(NC(N2)=O)=O (5-((5-(3-chlorophenylamino)-7-(1-(2-hydroxypropyl)piperidin-4-ylamino)pyrazolo[1,5-a]pyrimidin-3-yl)methylene)imidazolidine-2,4-dione). Reaction SMILES: [Cl:1][C:2]1[CH:3]=[C:4]([NH:8][C:9]2[CH:14]=[C:13]([NH:15][CH:16]3[CH2:21][CH2:20][NH:19][CH2:18][CH2:17]3)[N:12]3[N:22]=[CH:23][C:24]([CH:25]=[C:26]4[NH:30][C:29](=[O:31])[NH:28][C:27]4=[O:32])=[C:11]3[N:10]=2)[CH:5]=[CH:6][CH:7]=1.Cl[CH2:34][CH:35]([OH:37])[CH3:36].[I-].[K+]>CN(C=O)C>[Cl:1][C:2]1[CH:3]=[C:4]([NH:8][C:9]2[CH:14]=[C:13]([NH:15][CH:16]3[CH2:21][CH2:20][N:19]([CH2:34][CH:35]([OH:37])[CH3:36])[CH2:18][CH2:17]3)[N:12]3[N:22]=[CH:23][C:24]([CH:25]=[C:26]4[NH:30][C:29](=[O:31])[NH:28][C:27]4=[O:32])=[C:11]3[N:10]=2)[CH:5]=[CH:6][CH:7]=1 |f:2.3|. Reported procedure: To 5-((5-(3-chlorophenylamino)-7-(piperidin-4-ylamino)pyrazolo[1,5-a]pyrimidin-3-yl)methylene)imidazolidine-2,4-dione (30 mg, 0.066 mmol) in DMF was added 1-chloro2-propanol (7 μL, 0.13 mmol) and potassium iodide (11.0 mg, 0.066 mmol). The mixture was heated to 120° C. and stirred for overnight. The reaction mixture was concentrated, diluted with MeOH, and purified by prep HPLC to yield 5-((5-(3-chlorophenylamino)-7-(1-(2-hydroxypropyl)piperidin-4-ylamino)pyrazolo[1,5-a]pyrimidin-3-yl)methylene)... Starting materials: [N+](=O)([O-])C=1N=NN(C1)[C@H]1[C@H](O)[C@H](O)[C@H](O1)CO (4-Nitro-1-β-D-ribofuranosyl-1,2,3-triazole), O.NN (hydrazine hydrate). Reagents/catalysts: [Pd] (palladium-on-carbon). Solvent: CO (methanol), CO (methanol). Product: NC=1N=NN(C1)[C@H]1[C@H](O)[C@H](O)[C@H](O1)CO (4-Amino-1-β-D-ribofuranosyl-1,2,3-triazole). Yield: 92.5%. RXN SMILES: [N+:1]([C:4]1[N:5]=[N:6][N:7]([C@@H:9]2[O:15][C@H:14]([CH2:16][OH:17])[C@@H:12]([OH:13])[C@H:10]2[OH:11])[CH:8]=1)([O-])=O.O.NN>CO.[Pd]>[NH2:1][C:4]1[N:5]=[N:6][N:7]([C@@H:9]2[O:15][C@H:14]([CH2:16][OH:17])[C@@H:12]([OH:13])[C@H:10]2[OH:11])[CH:8]=1 |f:1.2|. Procedure: A solution of 16 (1.23 g, 0.005 mol) in methanol (25 ml) and 5% palladium-on-carbon catalyst (250 mg) was stirred at room temperature while a solution of 99% hydrazine hydrate in methanol (1:3, v/v) was added dropwise until evolution of nitrogen ceased. The catalyst was removed by filtration through Celite and the solvent was removed. The product was crystallized from ethyl acetate-methanol (3:1) to give 1.0 g (92%) of 18, m.p. 102°-104°. The nmr spectrum indicated the presence of ethyl acetate....